From a dataset of the Open Reaction Database (ORD), a public repository of structured organic reaction records. describe an organic reaction: reactants, conditions, products, and yield The reactants are COC1=CC=2N(C3=CC=CC=C13)C=C(N2)C(=O)OCC (ethyl 5-methoxyimidazo[1,2-a]quinoline-2-carboxylate), [H-].[Al+3].[Li+].[H-].[H-].[H-] (lithium aluminum hydride). Solvent: O1CCCC1 (tetrahydrofuran). Conditions: time 3 hour. Yields the product COC1=CC=2N(C3=CC=CC=C13)C=C(N2)CO (5-methoxy-imidazo[1,2-a]quinoline-2-methanol). The yield is 89.2%. Reaction SMILES: [CH3:1][O:2][C:3]1[C:12]2[C:7](=[CH:8][CH:9]=[CH:10][CH:11]=2)[N:6]2[CH:13]=[C:14]([C:16](OCC)=[O:17])[N:15]=[C:5]2[CH:4]=1.[H-].[Al+3].[Li+].[H-].[H-].[H-]>O1CCCC1>[CH3:1][O:2][C:3]1[C:12]2[C:7](=[CH:8][CH:9]=[CH:10][CH:11]=2)[N:6]2[CH:13]=[C:14]([CH2:16][OH:17])[N:15]=[C:5]2[CH:4]=1 |f:1.2.3.4.5.6|. Procedure: A suspension of 19.71 g (73 mmol) of ethyl 5-methoxyimidazo[1,2-a]quinoline-2-carboxylate in 350 ml of freshly distilled anhydrous tetrahydrofuran was stirred under a nitrogen atmosphere at room temperature and 3.33 g (88 mmol) of lithium aluminum hydride were added thereto in portions over 3 hours. The mixture was stirred for 4 hours and excess hydride was destroyed by dropwise addition of wet tetrahydrofuran followed by water. The mixture was poured into 1.5 liters of water and the mixture was... As a reaction SMILES: [C:18]([Br:19])([Br:20])([Br:21])[Br:22].[CH2:1]([CH3:2])[O:3][C:4](=[O:5])[NH:6][C:7]([CH:8]=[CH:9][S:10][c:11]1[cH:12][cH:13][cH:14][cH:15][cH:16]1)=[O:17].[CH3:50][O:51][C:52]([CH3:53])([CH3:54])[CH3:55].[CH3:61][C:62]#[N:63].[Na:42].[O:56]=[CH:57][N:58]([CH3:59])[CH3:60].[SH:43][c:44]1[cH:45][cH:46][cH:47][cH:48][cH:49]1.[c:23]1([P:24]([c:25]2[cH:26][cH:27][cH:28][cH:29][cH:30]2)[c:31]2[cH:32][cH:33][cH:34][cH:35][cH:36]2)[cH:37][cH:38][cH:39][cH:40][cH:41]1>>[CH2:1]([CH3:2])[O:3][C:4](=[O:5])[N:6]=[C:7]([CH:8]=[CH:9][S:10][c:11]1[cH:12][cH:13][cH:14][cH:15][cH:16]1)[S:43][c:44]1[cH:45][cH:46][cH:47][cH:48][cH:49]1. Starting materials: BrC(Br)(Br)Br, CCOC(=O)NC(=O)C=CSc1ccccc1, COC(C)(C)C, CC#N, [Na], CN(C)C=O, Sc1ccccc1, c1ccc(P(c2ccccc2)c2ccccc2)cc1. Product: CCOC(=O)N=C(C=CSc1ccccc1)Sc1ccccc1. Starting materials: C(C)(=O)C1=CSC=C1 (3-Acetylthiophene), SeO2, O1CCOCC1 (dioxane). The solvent is O (H2O). The product is S1C=C(C=C1)C(=O)C=O ((3-Thienyl)glyoxal). As a reaction SMILES: [C:1]([C:4]1[CH:8]=[CH:7][S:6][CH:5]=1)(=[O:3])[CH3:2].[O:9]1CCOCC1>O>[S:6]1[CH:7]=[CH:8][C:4]([C:1]([CH:2]=[O:9])=[O:3])=[CH:5]1. Procedure details: 3-Acetylthiophene (20.0 g., 0.159 mol) and SeO2 (19.4 g., 0.175 mol) were dissolved 100 ml. dioxane and 8 ml. H2O by warming to 35°, then heated at reflux 16 hours. The reaction mixture was cooled, filtered and the filtrate stripped to a sludge (the hydrate of title product in crude form). The latter was distilled at reduced pressure to yield title product contaminated with about 10% starting material, 8.53 g.; tlc (5:3 hexane:ethyl acetate) Rf 0.27 (title product) and 0.59 (3-acetylthiophene). ... The reactants are C(\C=C\C(=O)O)(=O)O (fumaric acid), N1(N=CC=C1)CCCN (3-(1H-pyrazol-1-yl)propanamine), C(C)O (ethanol), N1=C(C2=C3C(C=CC=C13)=CC=C2)S (benz(cd)indol-2-thiol), mercuric acetate. The solvent is CC(=O)C (acetone), CC(=O)C (acetone). Product: C(\C=C\C(=O)O)(=O)O.N1(N=CC=C1)CCCNC1=NC2=CC=CC=3C2=C1C=CC3 (N-(3-(1H-Pyrazol-1-yl)propyl)-benz(cd)indol-2-amine fumarate). Reaction SMILES: [N:1]1([CH2:6][CH2:7][CH2:8][NH2:9])[CH:5]=[CH:4][CH:3]=[N:2]1.[N:10]1[C:18]2[C:13]3[C:14](=[CH:19][CH:20]=[CH:21][C:12]=3[C:11]=1S)[CH:15]=[CH:16][CH:17]=2.C(O)C.[C:26]([OH:33])(=[O:32])/[CH:27]=[CH:28]/[C:29]([OH:31])=[O:30]>CC(C)=O>[C:26]([OH:33])(=[O:32])/[CH:27]=[CH:28]/[C:29]([OH:31])=[O:30].[N:1]1([CH2:6][CH2:7][CH2:8][NH:9][C:11]2[C:12]3[CH:21]=[CH:20][CH:19]=[C:14]4[C:13]=3[C:18](=[CH:17][CH:16]=[CH:15]4)[N:10]=2)[CH:5]=[CH:4][CH:3]=[N:2]1 |f:5.6|. Procedure details: A mixture consisting of 2.8 grams of 3-(1H-pyrazol-1-yl)propanamine, 3.7 grams of benz(cd)indol-2-thiol, 7.0 grams of mercuric acetate, and 400 ml of ethanol was stirred and heated under reflux, by the conditions of Example 55. The isolated crude free base, weight 4.0 grams, was dissolved in 150 ml of acetone and added to stirred boiling solution of 3.5 grams of fumaric acid in 800 ml of acetone. After cooling, the precipitate of the title compound was collected, washed with acetone, and dried. ... Starting materials: c1ccc(C2CO2)cc1, CC#N, NCCc1ccsc1. Yields the product OC(CNCCc1ccsc1)c1ccccc1. As a reaction SMILES: [CH2:9]1[O:10][CH:11]1[c:12]1[cH:13][cH:14][cH:15][cH:16][cH:17]1.[CH3:18][C:19]#[N:20].[s:1]1[cH:2][c:3]([CH2:6][CH2:7][NH2:8])[cH:4][cH:5]1>>[s:1]1[cH:2][c:3]([CH2:6][CH2:7][NH:8][CH2:9][CH:11]([OH:10])[c:12]2[cH:13][cH:14][cH:15][cH:16][cH:17]2)[cH:4][cH:5]1. Starting materials: O=C1N(C(C2=CC=CC=C12)=O)C1C(N(C(CC1)=O)C(=O)OC(C)(C)C)=O (1,3-dioxo-2-(1-tert.-butoxycarbonyl-2,6-dioxopiperidin-3-yl)-isoindoline), [H-].[Na+] (sodium hydride), Cl (hydrochloric acid), perchloryl fluoride. Solvent: CN(C=O)C (dimethylformamide), C(Cl)Cl (methylene chloride). Run at time 30 minute. Yields the product O=C1N(C(C2=CC=CC=C12)=O)C1(C(NC(CC1)=O)=O)F (1,3-dioxo-2-(2,6-dioxo-3-fluoropiperidin-3-yl)isoindoline). As a reaction SMILES: [O:1]=[C:2]1[C:10]2[C:5](=[CH:6][CH:7]=[CH:8][CH:9]=2)[C:4](=[O:11])[N:3]1[CH:12]1[CH2:17][CH2:16][C:15](=[O:18])[N:14](C(OC(C)(C)C)=O)[C:13]1=[O:26].[H-].[Na+].Cl([F:33])(=O)(=O)=O.Cl>CN(C)C=O.C(Cl)Cl>[O:1]=[C:2]1[C:10]2[C:5](=[CH:6][CH:7]=[CH:8][CH:9]=2)[C:4](=[O:11])[N:3]1[C:12]1([F:33])[CH2:17][CH2:16][C:15](=[O:18])[NH:14][C:13]1=[O:26] |f:1.2|. Procedure: To a stirred solution of 1,3-dioxo-2-(1-tert.-butoxycarbonyl-2,6-dioxopiperidin-3-yl)-isoindoline (1.0 g. 2.8 mmol) in dimethylformamide (10 mL) is added sodium hydride (112 mg, 2.8 mmol, 60%) at room temperature. After about 30 minutes, perchloryl fluoride (5 mmol) is bubbled into the mixture. The mixture is stirred with methylene chloride (10 mL) and 1N hydrochloric acid (10 mL) for one hour. The organic layer is separated and the solvent removed in vacuo to yield 1,3-dioxo-2-(2,6-dioxo-3-fluo... Reactants: C(#N)C=1N=C(C2=CC=C(C=C2C1C1=NC=CC=C1)OC)C(=O)O (3-cyano-6-methoxy-4-pyridin-2-ylisoquinoline-1-carboxylic acid), [Cl-].O1CC(CC1)[NH3+] (tetrahydrofuran-3-aminium chloride), C(CCl)Cl (EDC), C1=CC2=C(N=C1)N(N=N2)O (HOAT), CCN(C(C)C)C(C)C (DIEA). Solvent: CN(C)C=O (DMF). Reaction conditions: time 8 hour. Yields the product C(#N)C=1N=C(C2=CC=C(C=C2C1C1=NC=CC=C1)OC)C(=O)NC1COCC1 ((+/−)-3-cyano-6-methoxy-4-pyridin-2-yl-N-(tetrahydrofuran-3-yl)isoquinoline-1-carboxamide). Isolated yield 55.2%. Reaction SMILES: [C:1]([C:3]1[N:4]=[C:5]([C:21]([OH:23])=O)[C:6]2[C:11]([C:12]=1[C:13]1[CH:18]=[CH:17][CH:16]=[CH:15][N:14]=1)=[CH:10][C:9]([O:19][CH3:20])=[CH:8][CH:7]=2)#[N:2].[Cl-].[O:25]1[CH2:29][CH2:28][CH:27]([NH3+:30])[CH2:26]1.C(Cl)CCl.C1C=NC2N(O)N=NC=2C=1.CCN(C(C)C)C(C)C>CN(C=O)C>[C:1]([C:3]1[N:4]=[C:5]([C:21]([NH:30][CH:27]2[CH2:28][CH2:29][O:25][CH2:26]2)=[O:23])[C:6]2[C:11]([C:12]=1[C:13]1[CH:18]=[CH:17][CH:16]=[CH:15][N:14]=1)=[CH:10][C:9]([O:19][CH3:20])=[CH:8][CH:7]=2)#[N:2] |f:1.2|. Reported procedure: DMF was added to a vial containing 3-cyano-6-methoxy-4-pyridin-2-ylisoquinoline-1-carboxylic acid (0.028 g, 0.092 mmol), tetrahydrofuran-3-aminium chloride ( 0.068 g, 0.550 mmol), EDC (0.105 g, 0.550 mmol) and HOAT (0.0437 g, 0.275 mmol). DIEA (0.071 g, 0.550 mmol) was added to this mixture and stirred at rt overnight. Partitioned between half-saturated bicarb and EtOAc. The aqueous layer was extracted with EtOAc (3×). The combined organic layers were dried over Na2SO4 and concentrated, then pur...